From a dataset of the Open Reaction Database (ORD), a public repository of structured organic reaction records. describe an organic reaction: reactants, conditions, products, and yield The reactants are CC(C)(C)OC(=O)N1CCC(c2ccc(OCCCOCC(F)(F)F)cc2)C(OCc2ccc3c(c2)N(CCCOS(C)(=O)=O)CCC3)C1, CO, [H-], [Na+]. The product is COCCCN1CCCc2ccc(COC3CN(C(=O)OC(C)(C)C)CCC3c3ccc(OCCCOCC(F)(F)F)cc3)cc21. Reaction SMILES: [C:1]([CH3:2])([CH3:3])([CH3:4])[O:5][C:6](=[O:7])[N:8]1[CH2:9][CH:10]([O:30][CH2:31][c:32]2[cH:33][cH:34][c:35]3[c:40]([cH:41]2)[N:39]([CH2:42][CH2:43][CH2:44][O:45][S:46]([CH3:47])(=[O:48])=[O:49])[CH2:38][CH2:37][CH2:36]3)[CH:11]([c:14]2[cH:15][cH:16][c:17]([O:20][CH2:21][CH2:22][CH2:23][O:24][CH2:25][C:26]([F:27])([F:28])[F:29])[cH:18][cH:19]2)[CH2:12][CH2:13]1.[CH3:50][OH:51].[H-:52].[Na+:53]>>[C:1]([CH3:2])([CH3:3])([CH3:4])[O:5][C:6](=[O:7])[N:8]1[CH2:9][CH:10]([O:30][CH2:31][c:32]2[cH:33][cH:34][c:35]3[c:40]([cH:41]2)[N:39]([CH2:42][CH2:43][CH2:44][O:45][CH3:50])[CH2:38][CH2:37][CH2:36]3)[CH:11]([c:14]2[cH:15][cH:16][c:17]([O:20][CH2:21][CH2:22][CH2:23][O:24][CH2:25][C:26]([F:27])([F:28])[F:29])[cH:18][cH:19]2)[CH2:12][CH2:13]1. Starting materials: CC1(OC[C@@H](O1)C=O)C ((R)-2,2-dimethyl-1,3-dioxolane-4-carbaldehyde), C(=C)[Mg]Br (vinyl magnesium bromide), [Cl-].[NH4+] (ammonium chloride). Run in C(C)(=O)OCC (ethyl acetate), O (water), C1CCOC1 (THF). Conditions: temperature 0 celsius, time 2 hour. The product is CC1(OC[C@@H](O1)C(C=C)O)C (1-((R)-2,2-dimethyl-1,3-dioxolan-4-yl)prop-2-en-1-ol). Yield: 117.4%. As a reaction SMILES: [CH3:1][C:2]1([CH3:9])[O:6][C@@H:5]([CH:7]=[O:8])[CH2:4][O:3]1.[CH:10]([Mg]Br)=[CH2:11].[Cl-].[NH4+]>C1COCC1.C(OCC)(=O)C.O>[CH3:1][C:2]1([CH3:9])[O:6][C@@H:5]([CH:7]([OH:8])[CH:10]=[CH2:11])[CH2:4][O:3]1 |f:2.3|. Reported procedure: On a stirred solution of (R)-2,2-dimethyl-1,3-dioxolane-4-carbaldehyde (11.0 g, 0.063 mol, 75% assay, 94% ee) in THF (40 g) at 0° C. under nitrogen atmosphere, a vinyl magnesium bromide solution (1.0 M in THF, 88.7 ml, 0.0887 mol) was added over a period of 90 min. After 2 h stirring at 0° C., the temperature was raised to 10° C. and a saturated ammonium chloride solution (60 ml) was added dropwise in 30 min. The quenched reaction mixture at 20° C. was then diluted with ethyl acetate (100 ml) an... Product: Cc1nc(NC(=O)C2=C(O)c3ccc4ccccc4c3S(=O)(=O)N2C)sc1C. Reaction SMILES: [CH2:31]([Cl:32])[CH2:33][Cl:34].[CH3:1][O:2][C:3](=[O:4])[C:5]1=[C:10]([OH:11])[c:9]2[c:8]([c:19]3[c:14]([cH:13][cH:12]2)[cH:15][cH:16][cH:17][cH:18]3)[S:7](=[O:20])(=[O:21])[N:6]1[CH3:22].[NH2:23][c:24]1[s:25][c:26]([CH3:30])[c:27]([CH3:29])[n:28]1>>[C:3](=[O:4])([C:5]1=[C:10]([OH:11])[c:9]2[c:8]([c:19]3[c:14]([cH:13][cH:12]2)[cH:15][cH:16][cH:17][cH:18]3)[S:7](=[O:20])(=[O:21])[N:6]1[CH3:22])[NH:23][c:24]1[s:25][c:26]([CH3:30])[c:27]([CH3:29])[n:28]1. The reactants are ClCCCl, COC(=O)C1=C(O)c2ccc3ccccc3c2S(=O)(=O)N1C, Cc1nc(N)sc1C. Yields the product C=C(Cl)COc1cc(C)nc(NCCCCCC)n1. The reactants are CN(C)C=O, C=C(Cl)CCl, [K+], [K+], O=C([O-])[O-], O, CCCCCCNc1nc(C)cc(O)n1. RXN SMILES: [CH3:27][N:28]([CH3:29])[CH:30]=[O:31].[Cl:22][C:23](=[CH2:24])[CH2:25][Cl:26].[K+:16].[K+:17].[O-:18][C:19]([O-:20])=[O:21].[OH2:32].[OH:1][c:2]1[cH:3][c:4]([CH3:15])[n:5][c:6]([NH:8][CH2:9][CH2:10][CH2:11][CH2:12][CH2:13][CH3:14])[n:7]1>>[O:1]([c:2]1[cH:3][c:4]([CH3:15])[n:5][c:6]([NH:8][CH2:9][CH2:10][CH2:11][CH2:12][CH2:13][CH3:14])[n:7]1)[CH2:25][C:23]([Cl:22])=[CH2:24]. The reactants are N#CCc1cccc(Br)c1F, CS(C)=O, CCOC(C)=O, CC(=O)O, ClCCOCCCl, [H-], [Na+]. Yields the product N#CC1(c2cccc(Br)c2F)CCOCC1. RXN SMILES: [Br:1][c:2]1[c:3]([F:11])[c:4]([CH2:8][C:9]#[N:10])[cH:5][cH:6][cH:7]1.[CH3:12][S:13]([CH3:14])=[O:15].[CH3:25][CH2:26][O:27][C:28](=[O:29])[CH3:30].[CH3:31][C:32](=[O:33])[OH:34].[Cl:18][CH2:19][CH2:20][O:21][CH2:22][CH2:23][Cl:24].[H-:16].[Na+:17]>>[Br:1][c:2]1[c:3]([F:11])[c:4]([C:8]2([C:9]#[N:10])[CH2:19][CH2:20][O:21][CH2:22][CH2:23]2)[cH:5][cH:6][cH:7]1. The reactants are C(C1=CC=CC=C1)S (benzylmercaptan), FC1=CC=C(C#N)C=C1 (4-fluorobenzonitrile), C([O-])([O-])=O.[K+].[K+] (potassium carbonate). Run in CC(CC)=O (butan-2-one). Product: C(C1=CC=CC=C1)SC1=CC=C(C#N)C=C1 (4-benzylthiobenzonitrile). Yield: 68.2%. Reaction SMILES: [CH2:1]([SH:8])[C:2]1[CH:7]=[CH:6][CH:5]=[CH:4][CH:3]=1.F[C:10]1[CH:17]=[CH:16][C:13]([C:14]#[N:15])=[CH:12][CH:11]=1.C(=O)([O-])[O-].[K+].[K+]>CC(=O)CC>[CH2:1]([S:8][C:10]1[CH:17]=[CH:16][C:13]([C:14]#[N:15])=[CH:12][CH:11]=1)[C:2]1[CH:7]=[CH:6][CH:5]=[CH:4][CH:3]=1 |f:2.3.4|. Procedure details: A mixture of 37.2 g of benzylmercaptan, 36.3 g of 4-fluorobenzonitrile and 42 g of potassium carbonate in 700 ml of butan-2-one is held under reflux for 7 hours. The solvent is evaporated in vacuo, the residue is taken up into water and petroleum ether. The crystals formed are filtered off, washed with water and petroleum ether to give 46 g of 4-benzylthiobenzonitrile as crystals with a melting point of 85° C. Reactants: O=C1CCC(=O)N1Br, COCOc1noc2cc(C)ccc12, CCOC(C)=O, CC(C)(C#N)N=NC(C)(C)C#N, O, c1ccccc1. Yields the product COCOc1noc2cc(CBr)ccc12. Reaction SMILES: [Br:15][N:16]1[C:17](=[O:18])[CH2:19][CH2:20][C:21]1=[O:22].[CH3:1][c:2]1[cH:3][c:4]2[c:5]([c:6]([O:9][CH2:10][O:11][CH3:12])[n:7][o:8]2)[cH:13][cH:14]1.[CH3:35][CH2:36][O:37][C:38](=[O:39])[CH3:40].[N:23]([C:24]([CH3:25])([CH3:26])[C:27]#[N:28])=[N:29][C:30]([CH3:31])([CH3:32])[C:33]#[N:34].[OH2:47].[cH:41]1[cH:42][cH:43][cH:44][cH:45][cH:46]1>>[CH2:1]([c:2]1[cH:3][c:4]2[c:5]([c:6]([O:9][CH2:10][O:11][CH3:12])[n:7][o:8]2)[cH:13][cH:14]1)[Br:15].